From a dataset of the Open Reaction Database (ORD), a public repository of structured organic reaction records. describe an organic reaction: reactants, conditions, products, and yield Reactants: COc1cc(C)cc2c1C(C)(C)CCC2(C)C, CC(=O)O, COc1c(C=O)c(C)cc2c1C(C)(C)CCC2(C)C, Cl, O=P(O)(O)O, c1ccccc1. Product: COc1c(CCl)c(C)cc2c1C(C)(C)CCC2(C)C. As a reaction SMILES: [CH3:20][C:21]1([CH3:22])[c:23]2[c:24]([c:25]([O:26][CH3:27])[cH:28][c:29]([CH3:30])[cH:31]2)[C:32]([CH3:33])([CH3:34])[CH2:35][CH2:36]1.[CH3:37][C:38](=[O:39])[OH:40].[CH:1](=[O:2])[c:3]1[c:4]([O:18][CH3:19])[c:5]2[c:10]([cH:11][c:12]1[CH3:13])[C:9]([CH3:14])([CH3:15])[CH2:8][CH2:7][C:6]2([CH3:16])[CH3:17].[ClH:46].[P:41](=[O:42])([OH:43])([OH:44])[OH:45].[cH:47]1[cH:48][cH:49][cH:50][cH:51][cH:52]1>>[CH2:1]([c:3]1[c:4]([O:18][CH3:19])[c:5]2[c:10]([cH:11][c:12]1[CH3:13])[C:9]([CH3:14])([CH3:15])[CH2:8][CH2:7][C:6]2([CH3:16])[CH3:17])[Cl:46]. Starting materials: O=C([O-])[O-], CCOCC, CN(C)C=O, Oc1ncnc2c1nc(-c1ccccc1Cl)n2-c1ccc(Cl)cc1, [Cs+], [Cs+], CC(C)I. Product: CC(C)Oc1ncnc2c1nc(-c1ccccc1Cl)n2-c1ccc(Cl)cc1. As a reaction SMILES: [C:29](=[O:30])([O-:31])[O-:32].[CH2:40]([O:41][CH2:42][CH3:43])[CH3:44].[CH3:35][N:36]([CH3:37])[CH:38]=[O:39].[Cl:1][c:2]1[cH:3][cH:4][c:5](-[n:8]2[c:9]3[n:10][cH:11][n:12][c:13]([OH:24])[c:14]3[n:15][c:16]2-[c:17]2[c:18]([Cl:23])[cH:19][cH:20][cH:21][cH:22]2)[cH:6][cH:7]1.[Cs+:33].[Cs+:34].[I:25][CH:26]([CH3:27])[CH3:28]>>[Cl:1][c:2]1[cH:3][cH:4][c:5](-[n:8]2[c:9]3[n:10][cH:11][n:12][c:13]([O:24][CH:26]([CH3:27])[CH3:28])[c:14]3[n:15][c:16]2-[c:17]2[c:18]([Cl:23])[cH:19][cH:20][cH:21][cH:22]2)[cH:6][cH:7]1. Reactants: C(C)(C)N(CC)C(C)C (diisopropylethylamine), C(#N)C(=C(C1=CC=C(C=C1)OC1=CC=CC=C1)O)C#N (1,1-Dicyano-2-hydroxy-2-(4-phenoxyphenyl)ethene), C[Si](C)(C)C=[N+]=[N-] (trimethylsilyldiazomethane). The solvent is C(C)#N (acetonitrile), CO (methanol), C1CCOC1 (THF). Run at temperature 20 celsius, time 2 day. The product is C(#N)C(=C(C1=CC=C(C=C1)OC1=CC=CC=C1)OC)C#N (1,1-dicyano-2-methoxy-2-(4-phenoxyphenyl)ethene). RXN SMILES: [C:1]([C:3]([C:19]#[N:20])=[C:4]([OH:18])[C:5]1[CH:10]=[CH:9][C:8]([O:11][C:12]2[CH:17]=[CH:16][CH:15]=[CH:14][CH:13]=2)=[CH:7][CH:6]=1)#[N:2].[CH:21](N(C(C)C)CC)(C)C.C[Si](C=[N+]=[N-])(C)C>C(#N)C.CO.C1COCC1>[C:1]([C:3]([C:19]#[N:20])=[C:4]([O:18][CH3:21])[C:5]1[CH:10]=[CH:9][C:8]([O:11][C:12]2[CH:13]=[CH:14][CH:15]=[CH:16][CH:17]=2)=[CH:7][CH:6]=1)#[N:2]. Procedure: 1,1-Dicyano-2-hydroxy-2-(4-phenoxyphenyl)ethene (56.5 g) in acetonitrile (780 mL) and methanol (85 mL) is stirred under nitrogen at 0° C. while adding diisopropylethylamine (52.5 mL) followed by 2M trimethylsilyldiazomethane (150 mL) in THF. The reaction is stirred for 2 days at 20° C., and then 2 g of silica is added (for chromatography). The brown-red solution is evaporated in vacuo, the residue dissolved in ethyl acetate and washed well with water then brine, dried and evaporated. The residue... Reactants: C(=C)(C)C1=CC=C(C=C1)OC (para-isopropenylanisole), OO (hydrogen peroxide). The product is OC1=CC=C(C=C1)OC (para- hydroxyanisole). RXN SMILES: C([C:4]1[CH:9]=[CH:8][C:7]([O:10][CH3:11])=[CH:6][CH:5]=1)(C)=C.[OH:12]O>>[OH:12][C:4]1[CH:9]=[CH:8][C:7]([O:10][CH3:11])=[CH:6][CH:5]=1. Procedure details: reacting para-isopropenylanisole with hydrogen peroxide in the presence of a mineral acid and a solvent to yield para- hydroxyanisole. The reactants are C=CCC1CCCC(OCc2nc(-c3cccc(OC)c3)oc2C)C1, COC(C)(C)C, CCOCC, [O-][I+3]([O-])([O-])[O-], [Na+], O. Product: COc1cccc(-c2nc(COC3CCCC(CC=O)C3)c(C)o2)c1. Reaction SMILES: [CH2:1]([CH:2]=[CH2:3])[CH:4]1[CH2:5][CH:6]([O:10][CH2:11][c:12]2[n:13][c:14](-[c:18]3[cH:19][c:20]([O:24][CH3:25])[cH:21][cH:22][cH:23]3)[o:15][c:16]2[CH3:17])[CH2:7][CH2:8][CH2:9]1.[CH3:32][O:33][C:34]([CH3:35])([CH3:36])[CH3:37].[CH3:38][CH2:39][O:40][CH2:41][CH3:42].[I+3:26]([O-:27])([O-:28])([O-:29])[O-:30].[Na+:31].[OH2:43]>>[CH2:1]([CH:2]=[O:27])[CH:4]1[CH2:5][CH:6]([O:10][CH2:11][c:12]2[n:13][c:14](-[c:18]3[cH:19][c:20]([O:24][CH3:25])[cH:21][cH:22][cH:23]3)[o:15][c:16]2[CH3:17])[CH2:7][CH2:8][CH2:9]1. The reactants are C1(=CC=CC=C1)C=1N=C(NC1C1=CC=CC=C1)SC(C(F)F)(F)F (4,5-diphenyl-2-(1,1,2,2-tetrafluoroethylthio)imidazole), C(C)(=O)OC(C)=O (acetic anhydride). Reaction conditions: time 4 day. Product: C(C)(=O)N1C(=NC(=C1C1=CC=CC=C1)C1=CC=CC=C1)SC(C(F)F)(F)F (1-Acetyl-4,5-diphenyl-2-(1,1,2,2-tetrafluoroethylthio)imidazole). Reaction SMILES: [C:1]1([C:7]2[N:8]=[C:9]([S:18][C:19]([F:24])([F:23])[CH:20]([F:22])[F:21])[NH:10][C:11]=2[C:12]2[CH:17]=[CH:16][CH:15]=[CH:14][CH:13]=2)[CH:6]=[CH:5][CH:4]=[CH:3][CH:2]=1.[C:25](OC(=O)C)(=[O:27])[CH3:26]>>[C:25]([N:10]1[C:11]([C:12]2[CH:17]=[CH:16][CH:15]=[CH:14][CH:13]=2)=[C:7]([C:1]2[CH:2]=[CH:3][CH:4]=[CH:5][CH:6]=2)[N:8]=[C:9]1[S:18][C:19]([F:23])([F:24])[CH:20]([F:22])[F:21])(=[O:27])[CH3:26]. Reported procedure: A mixture of 1.8 g (0.005 mole) of 4,5-diphenyl-2-(1,1,2,2-tetrafluoroethylthio)imidazole and 25 ml acetic anhydride was heated at reflux seven hours, then cooled and stirred at room temperature for four days. Most of the acetic anhydride and acetic acid were removed at reduced pressure (~0.5 mm). The white solid residue was chromatographed on silica gel, eluting with toluene, to give 0.8 g of white product, mp 143°-4° (from hexane).